Dataset: the Open Reaction Database (ORD), a public repository of structured organic reaction records. Task: describe an organic reaction: reactants, conditions, products, and yield Reactants: O=C([O-])[O-], CI, [K+], [K+], CN(C)C=O, CN1CCc2c(O)ccc([N+](=O)[O-])c2C1=O. Yields the product COc1ccc([N+](=O)[O-])c2c1CCN(C)C2=O. RXN SMILES: [C:17](=[O:18])([O-:19])[O-:20].[I:23][CH3:24].[K+:21].[K+:22].[O:25]=[CH:26][N:27]([CH3:28])[CH3:29].[OH:1][c:2]1[c:3]2[c:8]([c:9]([N+:12](=[O:13])[O-:14])[cH:10][cH:11]1)[C:7](=[O:15])[N:6]([CH3:16])[CH2:5][CH2:4]2>>[O:1]([c:2]1[c:3]2[c:8]([c:9]([N+:12](=[O:13])[O-:14])[cH:10][cH:11]1)[C:7](=[O:15])[N:6]([CH3:16])[CH2:5][CH2:4]2)[CH3:17]. The reactants are ice, OC1=NC2=C(N1)C=CC=C2 (2-Hydroxy-1H-benzimidazole), P(=O)(Cl)(Cl)Cl (phosphorous oxychloride), [OH-].[NH4+] (ammonium hydroxide). The product is ClC1=NC2=C(N1)C=CC=C2 (2-chloro-1H-benzimidazole). Reaction SMILES: O[C:2]1[NH:6][C:5]2[CH:7]=[CH:8][CH:9]=[CH:10][C:4]=2[N:3]=1.[OH-].[NH4+].P(Cl)(Cl)([Cl:15])=O>>[Cl:15][C:2]1[NH:6][C:5]2[CH:7]=[CH:8][CH:9]=[CH:10][C:4]=2[N:3]=1 |f:1.2|. Reported procedure: 2-Hydroxy-1H-benzimidazole (62 g, 0.46 mole) was added to phosphorous oxychloride (200 mL) and the mixture was refluxed for 4.5 hours. The resulting solution was poured over 4 L of ice and the mixture was made strongly basic with ammonium hydroxide. The resulting solid was isolated by filtration, washed with water and dried to provide crude 2-chloro-1H-benzimidazole.